Task: describe an organic reaction: reactants, conditions, products, and yield. Dataset: the Open Reaction Database (ORD), a public repository of structured organic reaction records Conditions: temperature 120 celsius, time 8 hour. Procedure details: A mixture of 3-amino-7-bromo-5-(2-chlorophenyl)-1,5-dihydro-4H-pyrazolo[4,3-c]pyridin-4-one obtained in Step B of Example 18 (200 mg), 4,4,4′,4′,5,5,5′,5′-octamethyl-2,2′-bi-1,3,2-dioxaborolane (179 mg), (1,1′-bis(diphenylphosphino)ferrocene)dichloropalladium(II) (21.6 mg), potassium acetate (116 mg) and N,N-dimethylformamide (3.0 mL) was stirred overnight at 110° C. under argon atmosphere. The reaction mixture was cooled to room temperature, water was added thereto, and the mixture was extracte... Reagents/catalysts: C=1C=CC(=CC1)[P](C=2C=CC=CC2)(C=3C=CC=CC3)[Pd]([P](C=4C=CC=CC4)(C=5C=CC=CC5)C=6C=CC=CC6)([P](C=7C=CC=CC7)(C=8C=CC=CC8)C=9C=CC=CC9)[P](C=1C=CC=CC1)(C=1C=CC=CC1)C=1C=CC=CC1 (tetrakis(triphenylphosphine)palladium(0)). Run in O (water), C(C)O (ethanol), O (water). The product is NC1=NNC2=C1C(N(C=C2C2=NC=CC=N2)C2=C(C=CC=C2)Cl)=O (3-amino-5-(2-chlorophenyl)-7-(pyrimidin-2-yl)-1,5-dihydro-4H-pyrazolo[4,3-c]pyridin-4-one). Reaction SMILES: [NH2:1][C:2]1[C:6]2[C:7](=[O:27])[N:8]([C:20]3[CH:25]=[CH:24][CH:23]=[CH:22][C:21]=3[Cl:26])[CH:9]=[C:10](B3OC(C)(C)C(C)(C)O3)[C:5]=2[NH:4][N:3]=1.Cl[C:29]1[N:34]=[CH:33][CH:32]=[CH:31][N:30]=1.P([O-])([O-])([O-])=O.[K+].[K+].[K+].C1(C)C=CC=CC=1>C1C=CC([P]([Pd]([P](C2C=CC=CC=2)(C2C=CC=CC=2)C2C=CC=CC=2)([P](C2C=CC=CC=2)(C2C=CC=CC=2)C2C=CC=CC=2)[P](C2C=CC=CC=2)(C2C=CC=CC=2)C2C=CC=CC=2)(C2C=CC=CC=2)C2C=CC=CC=2)=CC=1.O.C(O)C>[NH2:1][C:2]1[C:6]2[C:7](=[O:27])[N:8]([C:20]3[CH:25]=[CH:24][CH:23]=[CH:22][C:21]=3[Cl:26])[CH:9]=[C:10]([C:29]3[N:34]=[CH:33][CH:32]=[CH:31][N:30]=3)[C:5]=2[NH:4][N:3]=1 |f:2.3.4.5,^1:53,55,74,93|. Reactants: NC1=NNC2=C1C(N(C=C2B2OC(C(O2)(C)C)(C)C)C2=C(C=CC=C2)Cl)=O (3-amino-5-(2-chlorophenyl)-7-(4,4,5,5-tetramethyl-1,3,2-dioxaborolan-2-yl)-1,5-dihydro-4H-pyrazolo[4,3-c]pyridin-4-one), ClC1=NC=CC=N1 (2-chloropyrimidine), P(=O)([O-])([O-])[O-].[K+].[K+].[K+] (tripotassium phosphate), C1(=CC=CC=C1)C (toluene). Isolated yield 19.4%.